This data is from the Open Reaction Database (ORD), a public repository of structured organic reaction records. The task is: describe an organic reaction: reactants, conditions, products, and yield The reactants are C(C)(C)(C)OC(=O)N1C[C@H]2[C@@H](C1)CN(C2)C=2C=NC=C(C(=O)O)C2 (5-((3aR,6aS)-5-(tert-butoxycarbonyl)hexahydropyrrolo[3,4-c]pyrrol-2(1H)-yl)nicotinic Acid), CC=1C=C(N)C=C(C1)C (3,5-dimethylaniline). Product: CC=1C=C(C=C(C1)C)NC(=O)C=1C=C(C=NC1)N1C[C@@H]2[C@H](C1)CN(C2)C(=O)OC(C)(C)C ((3aR,6aS)-tert-butyl 5-(5-(3,5-dimethylphenylcarbamoyl)pyridin-3-yl)hexahydropyrrolo[3,4-c]pyrrole-2(1H)-carboxylate). As a reaction SMILES: [C:1]([O:5][C:6]([N:8]1[CH2:12][C@H:11]2[CH2:13][N:14]([C:16]3[CH:17]=[N:18][CH:19]=[C:20]([CH:24]=3)[C:21](O)=[O:22])[CH2:15][C@H:10]2[CH2:9]1)=[O:7])([CH3:4])([CH3:3])[CH3:2].[CH3:25][C:26]1[CH:27]=[C:28]([CH:30]=[C:31]([CH3:33])[CH:32]=1)[NH2:29]>>[CH3:25][C:26]1[CH:27]=[C:28]([NH:29][C:21]([C:20]2[CH:24]=[C:16]([N:14]3[CH2:15][C@@H:10]4[CH2:9][N:8]([C:6]([O:5][C:1]([CH3:4])([CH3:2])[CH3:3])=[O:7])[CH2:12][C@@H:11]4[CH2:13]3)[CH:17]=[N:18][CH:19]=2)=[O:22])[CH:30]=[C:31]([CH3:33])[CH:32]=1. Reported procedure: The product from Example 33B and 3,5-dimethylaniline were processed as described in Example 33C to provide the title compound. MS (APCI) m/z 337 (M+H)+. Reactants: O=C([O-])[O-], Cc1c(C(=O)NCC2CC2)c2ccc(O)cc2n1C, CC(C)(O)c1csc(-c2cc3nccc(Cl)c3s2)n1, [Cs+], [Cs+]. Yields the product Cc1c(C(=O)NCC2CC2)c2ccc(Oc3ccnc4cc(-c5nc(C(C)(C)O)cs5)sc34)cc2n1C. RXN SMILES: [C:39](=[O:40])([O-:41])[O-:42].[CH:20]1([CH2:23][NH:24][C:25](=[O:26])[c:27]2[c:28]([CH3:38])[n:29]([CH3:37])[c:30]3[cH:31][c:32]([OH:36])[cH:33][cH:34][c:35]23)[CH2:21][CH2:22]1.[Cl:1][c:2]1[c:3]2[c:4]([n:5][cH:6][cH:7]1)[cH:8][c:9](-[c:11]1[s:12][cH:13][c:14]([C:16]([CH3:17])([CH3:18])[OH:19])[n:15]1)[s:10]2.[Cs+:43].[Cs+:44]>>[c:2]1([O:36][c:32]2[cH:31][c:30]3[n:29]([CH3:37])[c:28]([CH3:38])[c:27]([C:25]([NH:24][CH2:23][CH:20]4[CH2:21][CH2:22]4)=[O:26])[c:35]3[cH:34][cH:33]2)[c:3]2[c:4]([n:5][cH:6][cH:7]1)[cH:8][c:9](-[c:11]1[s:12][cH:13][c:14]([C:16]([CH3:17])([CH3:18])[OH:19])[n:15]1)[s:10]2.